From a dataset of the Open Reaction Database (ORD), a public repository of structured organic reaction records. describe an organic reaction: reactants, conditions, products, and yield Starting materials: FC(C(C(F)(F)F)(C1=CC(=C(C=C1)O)[N+](=O)[O-])F)(F)F (4-(heptafluoroisopropyl)-2-nitrophenol), [H][H] (hydrogen). The reagents and catalysts are [Pd] (palladium on carbon). Run in C(C)(=O)OCC (ethyl acetate). The product is NC1=C(C=CC(=C1)C(C(F)(F)F)(C(F)(F)F)F)O (2-amino-4-(heptafluoroisopropyl)phenol). Yield: 78.1%. RXN SMILES: [F:1][C:2]([F:20])([F:19])[C:3]([F:18])([C:8]1[CH:13]=[CH:12][C:11]([OH:14])=[C:10]([N+:15]([O-])=O)[CH:9]=1)[C:4]([F:7])([F:6])[F:5].[H][H]>[Pd].C(OCC)(=O)C>[NH2:15][C:10]1[CH:9]=[C:8]([C:3]([F:18])([C:2]([F:1])([F:19])[F:20])[C:4]([F:5])([F:6])[F:7])[CH:13]=[CH:12][C:11]=1[OH:14]. Procedure: A mixture of 2.95 g of 4-(heptafluoroisopropyl)-2-nitrophenol, 20 ml of ethyl acetate and 0.30 g of 5% palladium on carbon was stirred in a hydrogen atmosphere at room temperature for four hours. The reaction mixture was filtered through Celite™. The filtrate was concentrated under reduced pressure. The residue was subjected to silica gel column chromatography to give 2.08 g of 2-amino-4-(heptafluoroisopropyl)phenol. Starting materials: Cl (hydrochloric acid), C(C)(=O)O (acetic acid), C1(=CC=CC=C1)C1=CC(=C(C=C1)C=1OCC(N1)(C)C)CCC (2-(4-phenyl-2-n-propylphenyl)-4,4-dimethyl-2-oxazoline). Product: C1(=CC=CC=C1)C1=CC(=C(C(=O)O)C=C1)CCC (4-phenyl-2-n-propylbenzoic acid). As a reaction SMILES: Cl.[C:2]1([C:8]2[CH:13]=[CH:12][C:11]([C:14]3[O:15]CC(C)(C)N=3)=[C:10]([CH2:21][CH2:22][CH3:23])[CH:9]=2)[CH:7]=[CH:6][CH:5]=[CH:4][CH:3]=1.C(O)(=[O:26])C>>[C:2]1([C:8]2[CH:13]=[CH:12][C:11]([C:14]([OH:15])=[O:26])=[C:10]([CH2:21][CH2:22][CH3:23])[CH:9]=2)[CH:3]=[CH:4][CH:5]=[CH:6][CH:7]=1. Reported procedure: To a mixture of conc. hydrochloric acid (30 ml) and glacial acetic acid (10 ml) is added 2-(4-phenyl-2-n-propylphenyl)-4,4-dimethyl-2-oxazoline (2.70 g), and the mixture is refluxed for three days (nine hours×3). The reaction solution is concentrated to about half volume thereof under reduced pressure, and cooled over an ice-bath. The precipitated crystals are collected by filtration, and purified by silica gel column chromatography (solvent; dichloromethane→dichloromethane:methanol=50:1). The d... The reactants are Br.Br.N(C)CC(=O)C(CNC(CNC([C@@H](NC([C@@H](NC(CNC([C@@H](N(C(CCC(NC1=CC=C(C=C1)C=1C2=CC=C(N2)C(=C2C=CC(C(=C3C=CC(=C(C=4C=CC1N4)C4=CC=CC=C4)N3)C3=CC=CC=C3)=N2)C2=CC=CC=C2)=O)=O)C(CNC)=O)CCCCN)=O)=O)CC2=CC=CC=C2)=O)CC(C)C)=O)=O)N (N-(N-(N-(N-(N-Sarcosyl-N-(4-oxo-4-(4-(10,15,20-triphenyl-21H,23H-porphin-5-yl)phenylamino)butanoyl)lysyl)glycyl)phenylalanyl)leucyl)glycine N-(2-sarcosyl-aminoethyl)amide dihydrobromide), C1(=CC=CC=C1)COC(=O)N(C)CC(=O)NCCNC(CNC([C@@H](NC([C@@H](NC(CNC([C@@H](N(C(CCC(NC1=CC=C(C=C1)C=1C2=CC=C(N2)C(=C2C=CC(C(=C3C=CC(=C(C=4C=CC1N4)C4=CC=CC=C4)N3)C3=CC=CC=C3)=N2)C2=CC=CC=C2)=O)=O)C(CN(C)C(=O)OCC2=CC=CC=C2)=O)CCCCN)=O)=O)CC2=CC=CC=C2)=O)CC(C)C)=O)=O (N-(N-(N-(N-(N-(N-(Phenylmethoxycarbonyl)sarcosyl)-N-(4-oxo-4-(4-(10,15,20-triphenyl-21H,23H-porphin-5-yl)phenylamino)butanoyl)lysyl)glycyl)phenylalanyl)leucyl)glycine N-(2-(N-(phenylmethoxycarbonyl)sarcosylamino)ethyl)amide), Br (hydrogen bromide). Solvent: C(C)(=O)O (acetic acid). Yields the product Br.Br.N(C)CC(=O)NCCNC(CNC([C@@H](NC([C@@H](NC(CNC([C@@H](N(C(CCC(NC1=CC=C(C=C1)C=1C2=CC=C(N2)C(=C2C=CC(C(=C3C=CC(=C(C=4C=CC1N4)C4=CC=CC=C4)N3)C3=CC=CC=C3)=N2)C2=CC=CC=C2)=O)=O)C(CNC)=O)CCCCN)=O)=O)CC2=CC=CC=C2)=O)CC(C)C)=O)=O (N-(N-(N-(N-(N-sarcosyl-N-(4-oxo-4-(4-(10,15,20-triphenyl-21H,23H-porphin-5-yl)-phenylamino)butanoyl)lysyl)glycyl)phenylalanyl)leucyl)glycine N-(2-sarcosylamino-ethyl)amide dihydrobromide). Reaction SMILES: [BrH:1].Br.N(CC(C(N)CNC(=O)CNC(=O)[C@H](CC(C)C)NC(=O)[C@H](CC1C=CC=CC=1)NC(=O)CNC(=O)[C@H](CCCCN)N(C(=O)CNC)C(=O)CCC(=O)NC1C=CC(C2C3NC(C(C4C=CC=CC=4)=C4N=C(C(C5C=CC=CC=5)=C5NC(=C(C6C=CC=CC=6)C6C=CC=2N=6)C=C5)C=C4)=CC=3)=CC=1)=O)C.C1(CO[C:116]([N:118]([CH2:120][C:121]([NH:123][CH2:124][CH2:125][NH:126][C:127](=[O:232])[CH2:128][NH:129][C:130](=[O:231])[C@H:131]([CH2:227][CH:228]([CH3:230])[CH3:229])[NH:132][C:133](=[O:226])[C@H:134]([CH2:219][C:220]2[CH:225]=[CH:224][CH:223]=[CH:222][CH:221]=2)[NH:135][C:136](=[O:218])[CH2:137][NH:138][C:139](=[O:217])[C@H:140]([CH2:212][CH2:213][CH2:214][CH2:215][NH2:216])[N:141]([C:197](=[O:211])[CH2:198][N:199](C(OCC2C=CC=CC=2)=O)[CH3:200])[C:142](=[O:196])[CH2:143][CH2:144][C:145](=[O:195])[NH:146][C:147]2[CH:152]=[CH:151][C:150]([C:153]3[C:154]4[NH:158][C:157]([C:159]([C:189]5[CH:194]=[CH:193][CH:192]=[CH:191][CH:190]=5)=[C:160]5[N:188]=[C:163]([C:164]([C:182]6[CH:187]=[CH:186][CH:185]=[CH:184][CH:183]=6)=[C:165]6[NH:181][C:168](=[C:169]([C:175]7[CH:180]=[CH:179][CH:178]=[CH:177][CH:176]=7)[C:170]7[CH:171]=[CH:172][C:173]=3[N:174]=7)[CH:167]=[CH:166]6)[CH:162]=[CH:161]5)=[CH:156][CH:155]=4)=[CH:149][CH:148]=2)=[O:122])C)=O)C=CC=CC=1.Br>C(O)(=O)C>[BrH:1].[BrH:1].[NH:118]([CH2:120][C:121]([NH:123][CH2:124][CH2:125][NH:126][C:127](=[O:232])[CH2:128][NH:129][C:130](=[O:231])[C@H:131]([CH2:227][CH:228]([CH3:229])[CH3:230])[NH:132][C:133](=[O:226])[C@H:134]([CH2:219][C:220]1[CH:225]=[CH:224][CH:223]=[CH:222][CH:221]=1)[NH:135][C:136](=[O:218])[CH2:137][NH:138][C:139](=[O:217])[C@H:140]([CH2:212][CH2:213][CH2:214][CH2:215][NH2:216])[N:141]([C:197](=[O:211])[CH2:198][NH:199][CH3:200])[C:142](=[O:196])[CH2:143][CH2:144][C:145](=[O:195])[NH:146][C:147]1[CH:148]=[CH:149][C:150]([C:153]2[C:154]3[NH:158][C:157]([C:159]([C:189]4[CH:194]=[CH:193][CH:192]=[CH:191][CH:190]=4)=[C:160]4[N:188]=[C:163]([C:164]([C:182]5[CH:183]=[CH:184][CH:185]=[CH:186][CH:187]=5)=[C:165]5[NH:181][C:168](=[C:169]([C:175]6[CH:176]=[CH:177][CH:178]=[CH:179][CH:180]=6)[C:170]6[CH:171]=[CH:172][C:173]=2[N:174]=6)[CH:167]=[CH:166]5)[CH:162]=[CH:161]4)=[CH:156][CH:155]=3)=[CH:151][CH:152]=1)=[O:122])[CH3:116] |f:0.1.2,6.7.8|. Procedure details: N-(N-(N-(N-(N-Sarcosyl-N-(4-oxo-4-(4-(10,15,20-triphenyl-21H,23H-porphin-5-yl)phenylamino)butanoyl)lysyl)glycyl)phenylalanyl)leucyl)glycine N-(2-sarcosyl-aminoethyl)amide dihydrobromide. It is contemplated that N-(N-(N-(N-(N-(N-(Phenylmethoxycarbonyl)sarcosyl)-N-(4-oxo-4-(4-(10,15,20-triphenyl-21H,23H-porphin-5-yl)phenylamino)butanoyl)lysyl)glycyl)phenylalanyl)leucyl)glycine N-(2-(N-(phenylmethoxycarbonyl)sarcosylamino)ethyl)amide is stirred with 30% hydrogen bromide in acetic acid for 1 h. The ...